From a dataset of the Open Reaction Database (ORD), a public repository of structured organic reaction records. describe an organic reaction: reactants, conditions, products, and yield Reactants: C1(CC1)C(CC=O)C1=CC=C(C=C1)Cl (3-cyclopropyl-3-(4-chlorophenyl)propionaldehyde), O(C1=CC=CC=C1)C=1C=C(C=CC1)CC#N (3-phenoxyphenylacetonitrile), C[O-].[Na+] (sodium methoxide). Solvent: CO (methanol), CO (methanol). The product is C1(CC1)C(CC=C(C1=CC(=CC=C1)OC1=CC=CC=C1)C#N)C1=CC=C(C=C1)Cl (1-cyclopropyl-1-(4-chlorophenyl)-4-cyano-4-(3-phenoxyphenyl)-3-butene). Isolated yield 67.9%. Reaction SMILES: [CH:1]1([CH:4]([C:8]2[CH:13]=[CH:12][C:11]([Cl:14])=[CH:10][CH:9]=2)[CH2:5][CH:6]=O)[CH2:3][CH2:2]1.[O:15]([C:22]1[CH:23]=[C:24]([CH2:28][C:29]#[N:30])[CH:25]=[CH:26][CH:27]=1)[C:16]1[CH:21]=[CH:20][CH:19]=[CH:18][CH:17]=1.C[O-].[Na+]>CO>[CH:1]1([CH:4]([C:8]2[CH:13]=[CH:12][C:11]([Cl:14])=[CH:10][CH:9]=2)[CH2:5][CH:6]=[C:28]([C:29]#[N:30])[C:24]2[CH:25]=[CH:26][CH:27]=[C:22]([O:15][C:16]3[CH:17]=[CH:18][CH:19]=[CH:20][CH:21]=3)[CH:23]=2)[CH2:3][CH2:2]1 |f:2.3|. Procedure: A mixture of 1.5 grams (0.007 mole) of 3-cyclopropyl-3-(4-chlorophenyl)propionaldehyde and 1.5 grams (0.007 mole) of 3-phenoxyphenylacetonitrile in 50 ml of methanol was stirred, and 0.7 ml of 25% sodium methoxide in methanol was added quickly. Upon completion of addition, the reaction mixture was stirred at ambient temperature for four hours. The reaction mixture was then concentrated, and the residue was taken up in 100 ml of diethyl ether. The ether solution was washed with two 100 ml portion... Reactants: N1=CC=CC=C1 (pyridine), FC(S(=O)(=O)OS(=O)(=O)C(F)(F)F)(F)F (trifluoromethanesulfonic acid anhydride), ClC1=CC(=C(C=C1O)C1=NN(C(=C1C)SC)C)F (3-(4-chloro-2-fluoro-5-hydroxyphenyl)-4-methyl-5-(methylthio)-1-methyl-[1H]-pyrazole). Solvent: O1CCOCC1 (1,4-dioxane). Conditions: temperature 2.5 celsius, time 30 minute. The product is ClC1=CC(=C(C=C1OS(=O)(=O)C(F)(F)F)C1=NN(C(=C1C)SC)C)F (3-(4-Chloro-2-fluoro-5-trifluoromethylsulfonyloxyphenyl)-4-methyl-5-(methylthio)-1-methyl-[1H]-pyrazole). As a reaction SMILES: N1C=CC=CC=1.FC(F)(F)S([O:12][S:13]([C:16]([F:19])([F:18])[F:17])(=[O:15])=[O:14])(=O)=O.[Cl:22][C:23]1[C:28](O)=[CH:27][C:26]([C:30]2[C:34]([CH3:35])=[C:33]([S:36][CH3:37])[N:32]([CH3:38])[N:31]=2)=[C:25]([F:39])[CH:24]=1>O1CCOCC1>[Cl:22][C:23]1[C:28]([O:12][S:13]([C:16]([F:17])([F:18])[F:19])(=[O:14])=[O:15])=[CH:27][C:26]([C:30]2[C:34]([CH3:35])=[C:33]([S:36][CH3:37])[N:32]([CH3:38])[N:31]=2)=[C:25]([F:39])[CH:24]=1. Procedure details: 65 ml (0.8 mol) of pyridine and then 80 ml (0.48 mol) of trifluoromethanesulfonic acid anhydride are added dropwise at 0-5° C. to a solution of 129 g (0.3 mol) of 3-(4-chloro-2-fluoro-5-hydroxyphenyl)-4-methyl-5-(methylthio)-1-methyl-[1H]-pyrazole (approx. 70%) (Example P9) in 1.2 liters of 1,4-dioxane. After being stirred for 30 minutes at 0-5° C. and then at 22° C. overnight, the reaction mixture is concentrated to approximately 1/3 of its original volume by evaporation, poured into a mixture ... The reactants are C1(=CC=CC=C1)CCCBr (phenylpropylbromide), C(C)(C)(C)[SiH2]OC(C1=CC(=C(C#N)C=C1)O)(C)C (4-(tert-Butyl-dimethyl-silanyloxymethyl)-2-hydroxybenzonitrile), C(=O)([O-])[O-].[Cs+].[Cs+] (Cs2CO3). Solvent: CN(C)C=O (DMF). Run at time 14 hour. Product: OCC1=CC(=C(C#N)C=C1)OCCCC1=CC=CC=C1 (4-Hydroxymethyl-2-(3-phenyl-propoxy)-benzonitrile). As a reaction SMILES: C([SiH2][O:6][C:7](C)(C)[C:8]1[CH:15]=[CH:14][C:11]([C:12]#[N:13])=[C:10]([OH:16])[CH:9]=1)(C)(C)C.[C:19]1([CH2:25][CH2:26][CH2:27]Br)[CH:24]=[CH:23][CH:22]=[CH:21][CH:20]=1.C([O-])([O-])=O.[Cs+].[Cs+]>CN(C=O)C>[OH:6][CH2:7][C:8]1[CH:15]=[CH:14][C:11]([C:12]#[N:13])=[C:10]([O:16][CH2:27][CH2:26][CH2:25][C:19]2[CH:24]=[CH:23][CH:22]=[CH:21][CH:20]=2)[CH:9]=1 |f:2.3.4|. Procedure: 4-(tert-Butyl-dimethyl-silanyloxymethyl)-2-hydroxy-benzonitrile from step 2 (50 mg, 0.19 mmol) was dissolved in DMF (1 ml) and treated with phenylpropylbromide (29 μl, 0.19 mmol). Cs2CO3 (68 mg, 0.21 mmol) was then added and the reaction mixture stirred at room temp. for 14 hours. The mixture was filtered and washed with DMF (3×10 mL). The solvent was removed in vacuo and the residue was purified by flash chromatography (10% EtOAc/Hexane) to yield desired product.